Task: describe an organic reaction: reactants, conditions, products, and yield. Dataset: the Open Reaction Database (ORD), a public repository of structured organic reaction records The product is O=C(c1ccc2c(c1)cc(C(=O)N1CCC(F)(F)CC1)n2CC(F)(F)F)N1CCC(N2CCOCC2)CC1. Reaction SMILES: [CH3:36][S:37]([O:38][CH2:41][C:42]([F:43])([F:44])[F:45])(=[O:39])=[O:40].[CH3:46][N:47]([CH3:48])[CH:49]=[O:50].[F:1][C:2]1([F:33])[CH2:3][CH2:4][N:5]([C:8](=[O:9])[c:10]2[nH:11][c:12]3[cH:13][cH:14][c:15]([C:19](=[O:20])[N:21]4[CH2:22][CH2:23][CH:24]([N:27]5[CH2:28][CH2:29][O:30][CH2:31][CH2:32]5)[CH2:25][CH2:26]4)[cH:16][c:17]3[cH:18]2)[CH2:6][CH2:7]1.[H-:34].[Na+:35]>>[F:1][C:2]1([F:33])[CH2:3][CH2:4][N:5]([C:8](=[O:9])[c:10]2[n:11]([CH2:41][C:42]([F:43])([F:44])[F:45])[c:12]3[cH:13][cH:14][c:15]([C:19](=[O:20])[N:21]4[CH2:22][CH2:23][CH:24]([N:27]5[CH2:28][CH2:29][O:30][CH2:31][CH2:32]5)[CH2:25][CH2:26]4)[cH:16][c:17]3[cH:18]2)[CH2:6][CH2:7]1. The reactants are CS(=O)(=O)OCC(F)(F)F, CN(C)C=O, O=C(c1ccc2[nH]c(C(=O)N3CCC(F)(F)CC3)cc2c1)N1CCC(N2CCOCC2)CC1, [H-], [Na+]. Reactants: C(C(C)C)OC(=O)Cl (isobutylchloroformate), CNCCCC (N-methylbutylamine), COC1=CC=C(C=C1)C(=CCCCCCCCCCCO)C(CC)C1=CC=C(C=C1)OC (12, 13 - Bis (4-methoxyphenyl)-11-pentadecenol), CC(=O)C.OS(=O)(=O)O.O=[Cr](=O)=O (Jones' reagent), C(C(C)C)N(CC(C)C)CC(C)C (triisobutylamine). Solvent: C(C)(C)O (isopropanol), C(Cl)Cl (Methylene chloride), O (water), CC(=O)C (acetone). Run at time 30 minute. The product is CNC(CCCCCCCCCC=C(C(CC)C1=CC=C(C=C1)OC)C1=CC=C(C=C1)OC)=O (N-methyl-12,13-Bis (4-methoxyphenyl)-11-pentadecenoic amide). Isolated yield 75.6%. RXN SMILES: [CH3:1][O:2][C:3]1[CH:8]=[CH:7][C:6]([C:9]([CH:22]([C:25]2[CH:30]=[CH:29][C:28]([O:31][CH3:32])=[CH:27][CH:26]=2)[CH2:23][CH3:24])=[CH:10][CH2:11][CH2:12][CH2:13][CH2:14][CH2:15][CH2:16][CH2:17][CH2:18][CH2:19][CH2:20][OH:21])=[CH:5][CH:4]=1.CC(C)=O.OS(O)(=O)=O.O=[Cr](=O)=O.[CH2:46]([N:50](CC(C)C)CC(C)C)C(C)C.C(OC(Cl)=O)C(C)C.CNCCCC>CC(C)=O.O.C(Cl)Cl.C(O)(C)C>[CH3:46][NH:50][C:20](=[O:21])[CH2:19][CH2:18][CH2:17][CH2:16][CH2:15][CH2:14][CH2:13][CH2:12][CH2:11][CH:10]=[C:9]([C:6]1[CH:5]=[CH:4][C:3]([O:2][CH3:1])=[CH:8][CH:7]=1)[CH:22]([C:25]1[CH:26]=[CH:27][C:28]([O:31][CH3:32])=[CH:29][CH:30]=1)[CH2:23][CH3:24] |f:1.2.3|. Reported procedure: To a cooled solution of alcohol 3 (710 mg, 1.56 mmol) in acetone (17 ml) was added Jones' reagent (8N-chromic acid solution, 0.77 ml). After 30 minutes, isopropanol (5 ml) was added and the mixture was poured in water and extracted three times with ethyl acetate. The organic layer was washed twice with brine, dried over magnesium sulfate and evaporated to dryness. The crude 12,13-Bis (4-methoxyphenyl)-11-pantadecenoic acid was used in the next step without purification. To its solution in anhydr... Starting materials: CCOC(=O)N1C(=O)c2ccccc2C1=O, CCOC(CCCN)OCC, C1CCOC1. Product: CCOC(CCCN1C(=O)c2ccccc2C1=O)OCC. Reaction SMILES: [CH2:12]([O:13][C:14]([N:15]1[C:18](=[O:27])[c:19]2[c:20]([cH:23][cH:24][cH:25][cH:26]2)[C:21]1=[O:22])=[O:16])[CH3:17].[CH2:1]([CH3:2])[O:3][CH:4]([CH2:5][CH2:6][CH2:7][NH2:8])[O:9][CH2:10][CH3:11].[O:28]1[CH2:29][CH2:30][CH2:31][CH2:32]1>>[CH2:1]([CH3:2])[O:3][CH:4]([CH2:5][CH2:6][CH2:7][N:8]1[C:18](=[O:27])[c:19]2[c:20]([cH:23][cH:24][cH:25][cH:26]2)[C:21]1=[O:22])[O:9][CH2:10][CH3:11]. The reactants are C(#N)C=1C=C2C(=NC1)NC=C2C=2C=C(CNC(=O)C=1C(N(C=CC1)CC1=CC(=C(C=C1)F)F)=O)C=CC2 (1-(3,4-Difluoro-benzyl)-2-oxo-1,2-dihydro-pyridine-3-carboxylic acid 3-(5-cyano-1H-pyrrolo[2,3-b]pyridin-3-yl)-benzylamide), N1C=CC=2C1=NC=C(C2)CO ((1H-Pyrrolo[2,3-b]pyridin-5-yl)-methanol), substituted bicyclic heterocycle, FC=1C=C(CN2C(C(=CC=C2)C(=O)NCC=2C=C(C=CC2)B(O)O)=O)C=CC1F (3-({[1-(3,4-Difluoro-benzyl)-2-oxo-1,2-dihydro-pyridine-3-carbonyl]-amino}-methyl)-phenylboronic acid), [B] (boron). Product: OCC=1C=C2C(=NC1)NC=C2C=2C=C(CNC(=O)C=1C(N(C=CC1)CC1=CC(=C(C=C1)F)F)=O)C=CC2 (1-(3,4-Difluoro-benzyl)-2-oxo-1,2-dihydro-pyridine-3-carboxylic acid 3-(5-hydroxymethyl-1H-pyrrolo[2,3-b]pyridin-3-yl)-benzylamide). As a reaction SMILES: [C:1]([C:3]1[CH:4]=[C:5]2[C:11]([C:12]3[CH:13]=[C:14]([CH:35]=[CH:36][CH:37]=3)[CH2:15][NH:16][C:17]([C:19]3[C:20](=[O:34])[N:21]([CH2:25][C:26]4[CH:31]=[CH:30][C:29]([F:32])=[C:28]([F:33])[CH:27]=4)[CH:22]=[CH:23][CH:24]=3)=[O:18])=[CH:10][NH:9][C:6]2=[N:7][CH:8]=1)#N.FC1C=C(C=CC=1F)CN1C=CC=C(C(NCC2C=C(B(O)O)C=CC=2)=[O:50])C1=O.[B].N1C2=NC=C(CO)C=C2C=C1>>[OH:50][CH2:1][C:3]1[CH:4]=[C:5]2[C:11]([C:12]3[CH:13]=[C:14]([CH:35]=[CH:36][CH:37]=3)[CH2:15][NH:16][C:17]([C:19]3[C:20](=[O:34])[N:21]([CH2:25][C:26]4[CH:31]=[CH:30][C:29]([F:32])=[C:28]([F:33])[CH:27]=4)[CH:22]=[CH:23][CH:24]=3)=[O:18])=[CH:10][NH:9][C:6]2=[N:7][CH:8]=1. Reported procedure: Except where indicated, 1-(3,4-Difluoro-benzyl)-2-oxo-1,2-dihydro-pyridine-3-carboxylic acid 3-(5-hydroxymethyl-1H-pyrrolo[2,3-b]pyridin-3-yl)-benzylamide was synthesized as per Example 68, 1-(3,4-Difluoro-benzyl)-2-oxo-1,2-dihydro-pyridine-3-carboxylic acid 3-(5-cyano-1H-pyrrolo[2,3-b]pyridin-3-yl)-benzylamide using 3-({[1-(3,4-Difluoro-benzyl)-2-oxo-1,2-dihydro-pyridine-3-carbonyl]-amino}-methyl)-phenylboronic acid as activated boron species and (1H-Pyrrolo[2,3-b]pyridin-5-yl)-methanol as subs... The reactants are COC(=O)c1cnc(CO)c(OCc2ccccc2)c1O, CN(C)C=O, NCc1ccc(F)cc1. Product: O=C(NCc1ccc(F)cc1)c1cnc(CO)c(OCc2ccccc2)c1O. Reaction SMILES: [CH3:1][O:2][C:3]([c:4]1[cH:5][n:6][c:7]([CH2:19][OH:20])[c:8]([O:11][CH2:12][c:13]2[cH:14][cH:15][cH:16][cH:17][cH:18]2)[c:9]1[OH:10])=[O:21].[CH3:31][N:32]([CH3:33])[CH:34]=[O:35].[F:22][c:23]1[cH:24][cH:25][c:26]([CH2:27][NH2:28])[cH:29][cH:30]1>>[C:3]([c:4]1[cH:5][n:6][c:7]([CH2:19][OH:20])[c:8]([O:11][CH2:12][c:13]2[cH:14][cH:15][cH:16][cH:17][cH:18]2)[c:9]1[OH:10])(=[O:21])[NH:28][CH2:27][c:26]1[cH:25][cH:24][c:23]([F:22])[cH:30][cH:29]1. Reactants: N1=CC(=CC=C1)C(=O)CCC (Propyl 3-pyridyl ketone), BrCCCC (1-bromobutane). The product is [Br-].C(CCC)[N+]1=CC(=CC=C1)C(CCC)=O (1-butyl-3-butyryl pyridinium bromide). As a reaction SMILES: [N:1]1[CH:6]=[CH:5][CH:4]=[C:3]([C:7]([CH2:9][CH2:10][CH3:11])=[O:8])[CH:2]=1.[Br:12][CH2:13][CH2:14][CH2:15][CH3:16]>>[Br-:12].[CH2:13]([N+:1]1[CH:6]=[CH:5][CH:4]=[C:3]([C:7](=[O:8])[CH2:9][CH2:10][CH3:11])[CH:2]=1)[CH2:14][CH2:15][CH3:16] |f:2.3|. Procedure: Propyl 3-pyridyl ketone was reacted with 1-bromobutane according to the procedure of Part a) of Example 6 to give 1-butyl-3-butyryl pyridinium bromide as a tan coloured crystalline solid.